Dataset: the Open Reaction Database (ORD), a public repository of structured organic reaction records. Task: describe an organic reaction: reactants, conditions, products, and yield The reactants are stainless steel, [H][H] (hydrogen), C(C1=CC=CC=C1)OC1=C(C=CC=C1)C(=C)C1=NC(=CC=C1)C1=CC=CC=C1 (2-{1-[2-(Benzyloxy)phenyl]vinyl}-6-phenylpyridine). The reagents and catalysts are [Pd] (Pd on charcoal). Run in C(C)O (ethanol). Run at time 4 hour. Product: C(C1=CC=CC=C1)OC1=C(C=CC=C1)C(C)C1=NC(=CC=C1)C1=CC=CC=C1 (2-{1-[2-(Benzyloxy)phenyl]ethyl}-6-phenylpyridine). The yield is 71.7%. RXN SMILES: [CH2:1]([O:8][C:9]1[CH:14]=[CH:13][CH:12]=[CH:11][C:10]=1[C:15]([C:17]1[CH:22]=[CH:21][CH:20]=[C:19]([C:23]2[CH:28]=[CH:27][CH:26]=[CH:25][CH:24]=2)[N:18]=1)=[CH2:16])[C:2]1[CH:7]=[CH:6][CH:5]=[CH:4][CH:3]=1.[H][H]>[Pd].C(O)C>[CH2:1]([O:8][C:9]1[CH:14]=[CH:13][CH:12]=[CH:11][C:10]=1[CH:15]([C:17]1[CH:22]=[CH:21][CH:20]=[C:19]([C:23]2[CH:28]=[CH:27][CH:26]=[CH:25][CH:24]=2)[N:18]=1)[CH3:16])[C:2]1[CH:3]=[CH:4][CH:5]=[CH:6][CH:7]=1. Procedure: A mixture of 18.0 g (50.0 mmol) of 19, 1.8 g of 10% Pd on charcoal, and 180 mL of anhydrous ethanol was hydrogenated in a stainless steel autoclave at 20 atm constant pressure of hydrogen and 80° C. The reaction was carried out for ca. 4 hr, i.e. until hydrogen consumption was finished. The resulting mixture was filtered through glass frit, and the filtrate was evaporated to dryness. The product was isolated from the residue using flash-chromatography on silica gel 60 (40-63 um, eluent: hexanes-... Reactants: Brc1cnc(NC2CCCNC2)nc1, O=C(O)c1ccccc1-c1cccc(F)c1. The product is O=C(c1ccccc1-c1cccc(F)c1)N1CCCC(Nc2ncc(Br)cn2)C1. RXN SMILES: [Br:17][c:18]1[cH:19][n:20][c:21]([NH:24][CH:25]2[CH2:26][NH:27][CH2:28][CH2:29][CH2:30]2)[n:22][cH:23]1.[F:1][c:2]1[cH:3][c:4](-[c:8]2[c:9]([C:14](=[O:15])[OH:16])[cH:10][cH:11][cH:12][cH:13]2)[cH:5][cH:6][cH:7]1>>[F:1][c:2]1[cH:3][c:4](-[c:8]2[c:9]([C:14](=[O:16])[N:27]3[CH2:26][CH:25]([NH:24][c:21]4[n:20][cH:19][c:18]([Br:17])[cH:23][n:22]4)[CH2:30][CH2:29][CH2:28]3)[cH:10][cH:11][cH:12][cH:13]2)[cH:5][cH:6][cH:7]1.